This data is from the Open Reaction Database (ORD), a public repository of structured organic reaction records. The task is: describe an organic reaction: reactants, conditions, products, and yield Reactants: C(C)(C)(C)OC(C1=CC=C(C=C1)N(C)C(C(NC1=CC=C(C=C1)I)=O)C1=CC=C(C=C1)C(C)(C)C)=O (4-{[(4-tert-Butyl-phenyl)-(4-iodo-phenylcarbamoyl)-methyl]-methyl-amino}-benzoic acid tert-butyl ester), C(C)O (ethanol), C(=O)([O-])[O-].[Na+].[Na+] (Na2CO3), PdCl2(O-tolyl)2, O1C2=C(C=C1B(O)O)C=CC=C2 (benzo[B]furan-2-boronic acid). The solvent is O (water), O (Water), COCCOC (DME). Yields the product C(C)(C)(C)OC(C1=CC=C(C=C1)N(C)C(C1=CC=C(C=C1)C(C)(C)C)C(N(C1=CC=CC=C1)C1=CC=C2C(=CC=C2)O1)=O)=O (4-{[(4-Benzofuran-2-yl-phenylcarbamoyl)-(4-tert-butyl-phenyl)-methyl]-methyl-amino}-benzoic acid tert-butyl ester). The yield is 125.2%. RXN SMILES: [C:1]([O:5][C:6](=[O:36])[C:7]1[CH:12]=[CH:11][C:10]([N:13]([CH:15]([C:26]2[CH:31]=[CH:30][C:29]([C:32]([CH3:35])([CH3:34])[CH3:33])=[CH:28][CH:27]=2)[C:16](=[O:25])[NH:17][C:18]2[CH:23]=[CH:22][C:21](I)=[CH:20][CH:19]=2)[CH3:14])=[CH:9][CH:8]=1)([CH3:4])([CH3:3])[CH3:2].C(O)C.C([O-])([O-])=O.[Na+].[Na+].[O:46]1[C:50](B(O)O)=[CH:49][C:48]2[CH:54]=[CH:55][CH:56]=[CH:57][C:47]1=2>COCCOC.O>[C:1]([O:5][C:6](=[O:36])[C:7]1[CH:12]=[CH:11][C:10]([N:13]([CH:15]([C:16](=[O:25])[N:17]([C:47]2[O:46][C:50]3=[CH:49][CH:48]=[CH:54][C:55]3=[CH:56][CH:57]=2)[C:18]2[CH:23]=[CH:22][CH:21]=[CH:20][CH:19]=2)[C:26]2[CH:31]=[CH:30][C:29]([C:32]([CH3:35])([CH3:34])[CH3:33])=[CH:28][CH:27]=2)[CH3:14])=[CH:9][CH:8]=1)([CH3:4])([CH3:3])[CH3:2] |f:2.3.4|. Procedure: 4-{[(4-tert-Butyl-phenyl)-(4-iodo-phenylcarbamoyl)-methyl]-methyl-amino}-benzoic acid tert-butyl ester (120 mg, 0.19 mmol) was taken up in 8 mL of DME, 4 mL of ethanol and 2 mL of water. Na2CO3 (81 mg, 2.4 mmol), PdCl2(O-tolyl)2, (15 mg, 0.0019 mmol) and benzo[B]furan-2-boronic acid (62 mg, 0.38 mmol) were then added, flushed with nitrogen and heated to reflux for 1 h. Cooled to RT, EtOAc (20 mL) was added, and filtered through a plug of celite. The solvents were removed under reduced pressure t...